From a dataset of the Open Reaction Database (ORD), a public repository of structured organic reaction records. describe an organic reaction: reactants, conditions, products, and yield Reactants: [H-].[Na+] (sodium hydride), C(C)(C)C1(N=C(NC1=O)C1=C(C(=O)OC)C=CC=C1)C (methyl o-(4-isopropyl-4-methyl-5-oxo-2-imidazolin-2-yl)benzoate), [N+](=O)([O-])C1=C(C=CC=C1)S(=O)Cl (2-nitrobenzenesulfinyl chloride). As a reaction SMILES: [H-].[Na+].[CH:3]([C:6]1([CH3:22])[C:10](=[O:11])[NH:9][C:8]([C:12]2[CH:21]=[CH:20][CH:19]=[CH:18][C:13]=2[C:14]([O:16][CH3:17])=[O:15])=[N:7]1)([CH3:5])[CH3:4].[N+:23]([C:26]1[CH:31]=[CH:30][CH:29]=[CH:28][C:27]=1[S:32](Cl)=O)([O-:25])=[O:24]>O1CCCC1>[CH:3]([C:6]1([CH3:22])[C:10](=[O:11])[N:9]([S:32][C:27]2[CH:28]=[CH:29][CH:30]=[CH:31][C:26]=2[N+:23]([O-:25])=[O:24])[C:8]([C:12]2[CH:21]=[CH:20][CH:19]=[CH:18][C:13]=2[C:14]([O:16][CH3:17])=[O:15])=[N:7]1)([CH3:5])[CH3:4] |f:0.1|. The product is C(C)(C)C1(N=C(N(C1=O)SC1=C(C=CC=C1)[N+](=O)[O-])C1=C(C(=O)OC)C=CC=C1)C (Methyl o-{4 isopropyl-4-methyl-1-[(o-nitrophenyl)thio]-5-oxo-2-imidazolin-2-yl}benzoat). Solvent: O1CCCC1 (tetrahydrofuran), O1CCCC1 (tetrahydrofuran). Procedure: A slurry of sodium hydride (0.76 g, 0.019 mol, 60% in mineral oil) and tetrahydrofuran is added dropwise to a 0° C. solution of methyl o-(4-isopropyl-4-methyl-5-oxo-2-imidazolin-2-yl)benzoate (5.0 g, 0.018 mol) and tetrahydrofuran under a nitrogen atmosphere. After stirring for 1 hour at room temperature, 2-nitrobenzenesulfinyl chloride (3.8 g, 0.020 mol) is added dropwise to the mixture and stirring is continued at room temperature for 72 hours. The reaction mixture is filtered and the filtrate... Conditions: time 1 hour. The reactants are CC(=O)O (AcOH), CC=1C(=C2C=CN(C2=C(C1)C)S(=O)(=O)C1=CC=C(C)C=C1)[N+](=O)[O-] (5,7-dimethyl-4-nitro-1-tosyl-1H-indole), CCOC(=O)C (EtOAc). The reagents and catalysts are [Zn] (Zn). Run in CO (MeOH). Reaction conditions: temperature 0 celsius, time 0.5 hour. Product: CC1=C(C=2C=CN(C2C(=C1)C)S(=O)(=O)C1=CC=C(C)C=C1)N (5,7-Dimethyl-1-tosyl-1H-indol-4-amine). As a reaction SMILES: [CH3:1][C:2]1[C:3]([N+:22]([O-])=O)=[C:4]2[C:8](=[C:9]([CH3:11])[CH:10]=1)[N:7]([S:12]([C:15]1[CH:21]=[CH:20][C:18]([CH3:19])=[CH:17][CH:16]=1)(=[O:14])=[O:13])[CH:6]=[CH:5]2.CCOC(C)=O.CC(O)=O>CO.[Zn]>[CH3:1][C:2]1[CH:10]=[C:9]([CH3:11])[C:8]2[N:7]([S:12]([C:15]3[CH:21]=[CH:20][C:18]([CH3:19])=[CH:17][CH:16]=3)(=[O:14])=[O:13])[CH:6]=[CH:5][C:4]=2[C:3]=1[NH2:22]. Procedure: To a solution of 5,7-dimethyl-4-nitro-1-tosyl-1H-indole (17 g, 49.4 mmol) in MeOH (50 mL)/EtOAc (300 mL) was added Zn (16.1 g, 247 mmol). The suspension was cooled down to 0° C. To the suspension was added dropwise AcOH (30 mL) over 30 min, and then the mixture was stirred at 0° C. for 0.5 h. The flask was removed from the ice bath, and the mixture left stirring at room temperature for 18.5 h. The reaction mixture was poured into a mixture of Celite®/5% aq. NaHCO3/EtOAc, and then the basic mixtu...